Dataset: the Open Reaction Database (ORD), a public repository of structured organic reaction records. Task: describe an organic reaction: reactants, conditions, products, and yield Starting materials: C(C(=O)O)(=O)O (oxalic acid), COC1=C(C=C2CCN=C(C2=C1)C1(CC1)C1=CSC=C1)C (7-methoxy-6-methyl-1-[1-(3-thienyl)cyclopropyl]-3,4-dihydroisoquinoline), C(C(=O)O)(=O)O (oxalic acid), N (ammonia), C(C)(C)(C)OC(=O)N1[C@H](C(=O)O[BH-](OC([C@H]2N(CCC2)C(=O)OC(C)(C)C)=O)OC([C@H]2N(CCC2)C(=O)OC(C)(C)C)=O)CCC1.[Na+] (sodium tris[(S)-N-(tert-butoxycarbonyl)prolyloxy]borohydride), ice. Run in CCOCC (ether), CCOCC (ether), ClCCl (dichloromethane), ClCCl (dichloromethane). Run at time 2 day. The product is C(C(=O)O)(=O)O.COC1=C(C=C2CCNC(C2=C1)C1(CC1)C1=CSC=C1)C (7-methoxy-6-methyl-1-[1-(3-thienyl)cyclopropyl]-1,2,3,4-tetrahydroisoquinoline oxalate). Reaction SMILES: [CH3:1][O:2][C:3]1[CH:12]=[C:11]2[C:6]([CH2:7][CH2:8][N:9]=[C:10]2[C:13]2([C:16]3[CH:20]=[CH:19][S:18][CH:17]=3)[CH2:15][CH2:14]2)=[CH:5][C:4]=1[CH3:21].C(OC(N1CCC[C@H]1C(O[BH-](OC(=O)[C@@H]1CCCN1C(OC(C)(C)C)=O)OC(=O)[C@@H]1CCCN1C(OC(C)(C)C)=O)=O)=O)(C)(C)C.[Na+].[C:69]([OH:74])(=[O:73])[C:70]([OH:72])=[O:71].N>ClCCl.CCOCC>[C:69]([OH:74])(=[O:73])[C:70]([OH:72])=[O:71].[CH3:1][O:2][C:3]1[CH:12]=[C:11]2[C:6]([CH2:7][CH2:8][NH:9][CH:10]2[C:13]2([C:16]3[CH:20]=[CH:19][S:18][CH:17]=3)[CH2:15][CH2:14]2)=[CH:5][C:4]=1[CH3:21] |f:1.2,7.8|. Procedure details: A solution of 7-methoxy-6-methyl-1-[1-(3-thienyl)cyclopropyl]-3,4-dihydroisoquinoline (2.0 g, prepared in a similar manner to that described in Example 6) in dichloromethane (87 ml) was added slowly to an ice-cooled stirred mixture of sodium tris[(S)-N-(tert-butoxycarbonyl)prolyloxy]borohydride (11.4 g) in dichloromethane (70 ml). After standing at about 4° C. for 2 days a further portion of the reducing agent (2.0 g) was added and the mixture stirred at ambient temperature for 3 hours, then sat... Starting materials: C(=O)(C(F)(F)F)O (TFA), C[Si](C1=CC=C(C=C1)NC(OC(C)(C)C)=O)(C=C)C (tert-butyl 4-(dimethyl(vinyl)silyl)phenylcarbamate), Na HCO3. Run in C(Cl)Cl (CH2Cl2). Conditions: temperature 0 celsius, time 2 hour. Yields the product C[Si](C1=CC=C(N)C=C1)(C=C)C (4-(dimethyl(vinyl)silyl)aniline). Isolated yield 72.0%. RXN SMILES: C(O)(C(F)(F)F)=O.[CH3:8][Si:9]([CH3:26])([CH:24]=[CH2:25])[C:10]1[CH:15]=[CH:14][C:13]([NH:16]C(=O)OC(C)(C)C)=[CH:12][CH:11]=1>C(Cl)Cl>[CH3:8][Si:9]([CH3:26])([CH:24]=[CH2:25])[C:10]1[CH:15]=[CH:14][C:13]([NH2:16])=[CH:12][CH:11]=1. Procedure: At 0° C., 10 ml TFA was slowly added dropwise in the CH2Cl2 solution of compound 14. The reaction mixture was stirred at 0° C. for 2 hours. After adjusting pH to 8 by adding saturated Na HCO3, the reaction mixture was extracted by ethyl acetate. The organic layer was dried and evaporated to give a crude product, which was purified using column chromatography to give the product (7 g, 72%).